The task is: describe an organic reaction: reactants, conditions, products, and yield. This data is from the Open Reaction Database (ORD), a public repository of structured organic reaction records. The product is COC(=O)CC1c2cnccc2N=C(N2CCN(c3ccc(F)cc3)CC2)N1c1cc(C)ccc1OC. RXN SMILES: [CH3:1][O:2][c:3]1[c:4]([N:10]=[C:11]=[N:12][c:13]2[c:14]([CH:19]=[CH:20][C:21](=[O:22])[O:23][CH3:24])[cH:15][n:16][cH:17][cH:18]2)[cH:5][c:6]([CH3:9])[cH:7][cH:8]1.[F:25][c:26]1[cH:27][cH:28][c:29]([N:32]2[CH2:33][CH2:34][NH:35][CH2:36][CH2:37]2)[cH:30][cH:31]1>>[CH3:1][O:2][c:3]1[c:4]([N:10]2[C:11]([N:35]3[CH2:34][CH2:33][N:32]([c:29]4[cH:28][cH:27][c:26]([F:25])[cH:31][cH:30]4)[CH2:37][CH2:36]3)=[N:12][c:13]3[c:14]([cH:15][n:16][cH:17][cH:18]3)[CH:19]2[CH2:20][C:21](=[O:22])[O:23][CH3:24])[cH:5][c:6]([CH3:9])[cH:7][cH:8]1. The reactants are COC(=O)C=Cc1cnccc1N=C=Nc1cc(C)ccc1OC, Fc1ccc(N2CCNCC2)cc1. Reactants: [N+](=O)(O)[O-] (nitric acid), CC1=CC(=NC=C1)C1=CC=C(C=C1)OC (4-(4-methylpyridin-2-yl)anisole), C(O)([O-])=O.[Na+] (sodium hydrogencarbonate). The solvent is S(O)(O)(=O)=O (sulfuric acid). Reaction conditions: temperature 5 celsius, time 1 hour. The product is CC1=CC(=NC=C1)C1=CC(=C(C=C1)OC)[N+](=O)[O-] (4-(4-methylpyridin-2-yl)-2-nitroanisole). RXN SMILES: [CH3:1][C:2]1[CH:7]=[CH:6][N:5]=[C:4]([C:8]2[CH:13]=[CH:12][C:11]([O:14][CH3:15])=[CH:10][CH:9]=2)[CH:3]=1.[N+:16]([O-])([OH:18])=[O:17].C(=O)([O-])O.[Na+]>S(=O)(=O)(O)O>[CH3:1][C:2]1[CH:7]=[CH:6][N:5]=[C:4]([C:8]2[CH:13]=[CH:12][C:11]([O:14][CH3:15])=[C:10]([N+:16]([O-:18])=[O:17])[CH:9]=2)[CH:3]=1 |f:2.3|. Procedure: To a suspension of 4-(4-methylpyridin-2-yl)anisole (1.38 g) in sulfuric acid (3 ml) was added fuming nitric acid (0.5 ml) dropwise at 0° C., and the mixture was stirred at 5° C. for 1 hour. The reaction mixture was poured into a saturated aqueous sodium hydrogencarbonate solution and extracted with ethyl acetate. The separated organic layer was washed with water and brine, dried over sodium sulfate and evaporated under reduced pressure. The residue was purified by column chromatography (silica g...